Dataset: the Open Reaction Database (ORD), a public repository of structured organic reaction records. Task: describe an organic reaction: reactants, conditions, products, and yield Starting materials: Brc1ccc2ccccc2c1, O=C([O-])[O-], [Cl-], [Cu], [K+], [K+], O=[N+]([O-])c1ccc(S)cc1, c1ccncc1. Product: O=[N+]([O-])c1ccc(Sc2ccc3ccccc3c2)cc1. Reaction SMILES: [Br:1][c:2]1[cH:3][c:4]2[cH:5][cH:6][cH:7][cH:8][c:9]2[cH:10][cH:11]1.[C:22](=[O:23])([O-:24])[O-:25].[Cl-:28].[Cu:35].[K+:26].[K+:27].[N+:12](=[O:13])([O-:14])[c:15]1[cH:16][cH:17][c:18]([SH:21])[cH:19][cH:20]1.[cH:29]1[cH:30][cH:31][n:32][cH:33][cH:34]1>>[c:2]1([S:21][c:18]2[cH:17][cH:16][c:15]([N+:12](=[O:13])[O-:14])[cH:20][cH:19]2)[cH:3][c:4]2[cH:5][cH:6][cH:7][cH:8][c:9]2[cH:10][cH:11]1. Reactants: CC(C)(C)OC(=O)NC1COCCC1C(=O)O, CN(C(=O)c1ccc(N2CCOCC2)cc1)C1CCNCC1c1ccc(Cl)c(Cl)c1, Cl. Yields the product CN(C(=O)c1ccc(N2CCOCC2)cc1)C1CCN(C(=O)C2CCOCC2NC(=O)OC(C)(C)C)CC1c1ccc(Cl)c(Cl)c1. RXN SMILES: [C:32]([CH3:33])([CH3:34])([CH3:35])[O:36][C:37](=[O:38])[NH:39][CH:40]1[CH2:41][O:42][CH2:43][CH2:44][CH:45]1[C:46](=[O:47])[OH:48].[Cl:2][c:3]1[cH:4][c:5]([CH:10]2[CH2:11][NH:12][CH2:13][CH2:14][CH:15]2[N:16]([C:17]([c:18]2[cH:19][cH:20][c:21]([N:24]3[CH2:25][CH2:26][O:27][CH2:28][CH2:29]3)[cH:22][cH:23]2)=[O:30])[CH3:31])[cH:6][cH:7][c:8]1[Cl:9].[ClH:1]>>[Cl:2][c:3]1[cH:4][c:5]([CH:10]2[CH2:11][N:12]([C:46]([CH:45]3[CH:40]([NH:39][C:37]([O:36][C:32]([CH3:33])([CH3:34])[CH3:35])=[O:38])[CH2:41][O:42][CH2:43][CH2:44]3)=[O:47])[CH2:13][CH2:14][CH:15]2[N:16]([C:17]([c:18]2[cH:19][cH:20][c:21]([N:24]3[CH2:25][CH2:26][O:27][CH2:28][CH2:29]3)[cH:22][cH:23]2)=[O:30])[CH3:31])[cH:6][cH:7][c:8]1[Cl:9]. Reactants: Cl.NCC1CN(C1)C[C@H](O)C=1C(=C2COC(C2=CC1)=O)C ((R)-5-(2-(3-(aminomethyl)azetidin-1-yl)-1-hydroxyethyl)-4-methylisobenzofuran-1(3H)-one hydrochloride), Cl.NCC1CN(C1)C[C@H](O)C=1C(=C2COC(C2=CC1)=O)C ((R)-5-(2-(3-(aminomethyl)azetidin-1-yl)-1-hydroxyethyl)-4-methylisobenzofuran-1(3H)-one hydrochloride), C(#N)C1=CC=C(C=C1)CS(=O)(=O)Cl ((4-cyanophenyl)methanesulfonyl chloride). Yields the product C(#N)C1=CC=C(C=C1)CS(=O)(=O)NCC1CN(C1)C[C@@H](C=1C(=C2COC(C2=CC1)=O)C)O ((R)-1-(4-Cyanophenyl)-N-((1-(2-hydroxy-2-(4-methyl-1-oxo-1,3-dihydroisobenzofuran-5-yl)ethyl)azetidin-3-yl)methyl)methanesulfonamide). Reaction SMILES: Cl.[NH2:2][CH2:3][CH:4]1[CH2:7][N:6]([CH2:8][C@@H:9]([C:11]2[C:12]([CH3:21])=[C:13]3[C:17](=[CH:18][CH:19]=2)[C:16](=[O:20])[O:15][CH2:14]3)[OH:10])[CH2:5]1.[C:22]([C:24]1[CH:29]=[CH:28][C:27]([CH2:30][S:31](Cl)(=[O:33])=[O:32])=[CH:26][CH:25]=1)#[N:23]>>[C:22]([C:24]1[CH:25]=[CH:26][C:27]([CH2:30][S:31]([NH:2][CH2:3][CH:4]2[CH2:7][N:6]([CH2:8][C@H:9]([OH:10])[C:11]3[C:12]([CH3:21])=[C:13]4[C:17](=[CH:18][CH:19]=3)[C:16](=[O:20])[O:15][CH2:14]4)[CH2:5]2)(=[O:32])=[O:33])=[CH:28][CH:29]=1)#[N:23] |f:0.1|. Reported procedure: (R)-1-(4-Cyanophenyl)-N-((1-(2-hydroxy-2-(4-methyl-1-oxo-1,3-dihydroisobenzofuran-5-yl)ethyl)azetidin-3-yl)methyl)methanesulfonamide was prepared in a similar fashion to that described for the synthesis of EXAMPLE 14 starting from (R)-5-(2-(3-(aminomethyl)azetidin-1-yl)-1-hydroxyethyl)-4-methylisobenzofuran-1(3H)-one hydrochloride [INTERMEDIATE 12] and (4-cyanophenyl)methanesulfonyl chloride.